Task: describe an organic reaction: reactants, conditions, products, and yield. Dataset: the Open Reaction Database (ORD), a public repository of structured organic reaction records The reactants are 514.2, C(C)(C)N1CCNCC1 (1-isopropylpiperazine), (3-bromomethyl)-benzoate, ClC1=CC=C(C=C1)[C@H]1C[C@]12C(N(C1=CC=CC=C21)CC=2C=C(C(=O)O)C=CC2)=O ((1S,2R)-3-((2-(4-chlorophenyl)-2′-oxospiro[cyclopropane-1,3′-indoline]-1′-yl)methyl)benzoic acid). The product is ClC1=CC=C(C=C1)[C@@H]1C[C@@]12C(N(C1=CC=CC=C21)CC2=CC(=CC=C2)C(=O)N2CCN(CC2)C(C)C)=O ((1R,2S)-2-(4-chlorophenyl)-1′-(3-(4-isopropylpiperazine-1-carbonyl)benzyl)spiro[cyclopropane-1,3′-indolin]-2′-one). As a reaction SMILES: [CH:1]([N:4]1[CH2:9][CH2:8][NH:7][CH2:6][CH2:5]1)([CH3:3])[CH3:2].[Cl:10][C:11]1[CH:16]=[CH:15][C:14]([C@@H:17]2[C@:19]3([C:27]4[C:22](=[CH:23][CH:24]=[CH:25][CH:26]=4)[N:21]([CH2:28][C:29]4[CH:30]=[C:31]([CH:35]=[CH:36][CH:37]=4)[C:32](O)=[O:33])[C:20]3=[O:38])[CH2:18]2)=[CH:13][CH:12]=1>>[Cl:10][C:11]1[CH:16]=[CH:15][C:14]([C@H:17]2[C@@:19]3([C:27]4[C:22](=[CH:23][CH:24]=[CH:25][CH:26]=4)[N:21]([CH2:28][C:29]4[CH:37]=[CH:36][CH:35]=[C:31]([C:32]([N:7]5[CH2:8][CH2:9][N:4]([CH:1]([CH3:3])[CH3:2])[CH2:5][CH2:6]5)=[O:33])[CH:30]=4)[C:20]3=[O:38])[CH2:18]2)=[CH:13][CH:12]=1. Procedure details: The title compound was prepared in analogy to Example 60 starting from 1-isopropylpiperazine, (3-bromomethyl)-benzoate (commercially available), (1R,2S) and (1S,2R)-3-((2-(4-chlorophenyl)-2′-oxospiro[cyclopropane-1,3′-indoline]-1′-yl)methyl)benzoic acid prepared as in Scheme 1. LC/MS m/e calcd. for C31H32ClN3O2: 513, observed (M+H)+: 514.2 1H NMR (400 MHz, CDCl3) δppm 1.37 (d, J=6.32 Hz, 6 H) 2.04 (dd, J=7.71, 4.67 Hz, 1 H) 2.28 (dd, J=9.22, 4.67 Hz, 1 H) 2.86 (br. s., 2 H) 3.35 (t, J=8.46 Hz, 1... Starting materials: CC(=O)N1CCNCC1, CN(C)c1ccncc1, O=S(=O)(Cl)c1cccc2ccccc12, c1ccncc1. Yields the product CC(=O)N1CCN(S(=O)(=O)c2cccc3ccccc23)CC1. RXN SMILES: [C:1]([CH3:2])(=[O:3])[N:4]1[CH2:5][CH2:6][NH:7][CH2:8][CH2:9]1.[CH3:24][N:25]([c:26]1[cH:27][cH:28][n:29][cH:30][cH:31]1)[CH3:32].[c:10]1([S:20](=[O:21])(=[O:22])[Cl:23])[cH:11][cH:12][cH:13][c:14]2[cH:15][cH:16][cH:17][cH:18][c:19]12.[cH:33]1[cH:34][cH:35][n:36][cH:37][cH:38]1>>[C:1]([CH3:2])(=[O:3])[N:4]1[CH2:5][CH2:6][N:7]([S:20]([c:10]2[cH:11][cH:12][cH:13][c:14]3[cH:15][cH:16][cH:17][cH:18][c:19]23)(=[O:21])=[O:22])[CH2:8][CH2:9]1. Reactants: BrCC1CC1, C1CCOC1, COc1cc(N)ccc1-c1nnc(-c2c(-c3ccccc3)noc2C)o1, C[Si](C)(C)[N-][Si](C)(C)C, CCN(C(C)C)C(C)C, [K+]. Product: COc1cc(NCC2CC2)ccc1-c1nnc(-c2c(-c3ccccc3)noc2C)o1. RXN SMILES: [Br:36][CH2:37][CH:38]1[CH2:39][CH2:40]1.[CH2:51]1[O:52][CH2:53][CH2:54][CH2:55]1.[CH3:1][O:2][c:3]1[cH:4][c:5]([NH2:26])[cH:6][cH:7][c:8]1-[c:9]1[o:10][c:11](-[c:14]2[c:15](-[c:20]3[cH:21][cH:22][cH:23][cH:24][cH:25]3)[n:16][o:17][c:18]2[CH3:19])[n:12][n:13]1.[CH3:41][Si:42]([N-:43][Si:44]([CH3:45])([CH3:46])[CH3:47])([CH3:48])[CH3:49].[CH:27]([N:28]([CH2:29][CH3:30])[CH:31]([CH3:32])[CH3:33])([CH3:34])[CH3:35].[K+:50]>>[CH3:1][O:2][c:3]1[cH:4][c:5]([NH:26][CH2:37][CH:38]2[CH2:39][CH2:40]2)[cH:6][cH:7][c:8]1-[c:9]1[o:10][c:11](-[c:14]2[c:15](-[c:20]3[cH:21][cH:22][cH:23][cH:24][cH:25]3)[n:16][o:17][c:18]2[CH3:19])[n:12][n:13]1. Reactants: aqueous solution, C([O-])([O-])=O.[Na+].[Na+] (sodium carbonate), C1(=CC=CC2=CC=CC=C12)C1=CC2=CC=C(C=C2C=C1)B(O)O (2-(naphthalen-1-yl)naphthalene-6-boronic acid), BrC1=CC=C(C=C1)I (4-bromoiodobenzene), tetrakis(triphenyl-phosphine)palladium, resultant mixture. Run in C1(=CC=CC=C1)C (toluene). Product: BrC1=CC=C(C=C1)C1=CC2=CC=C(C=C2C=C1)C1=CC=CC2=CC=CC=C12 (2-(4-bromophenyl)-6-(naphthalen-1-yl)naphthalene). Yield: 88.9%. As a reaction SMILES: [C:1]1([C:11]2[CH:20]=[CH:19][C:18]3[C:13](=[CH:14][CH:15]=[C:16](B(O)O)[CH:17]=3)[CH:12]=2)[C:10]2[C:5](=[CH:6][CH:7]=[CH:8][CH:9]=2)[CH:4]=[CH:3][CH:2]=1.[Br:24][C:25]1[CH:30]=[CH:29][C:28](I)=[CH:27][CH:26]=1.C(=O)([O-])[O-].[Na+].[Na+]>C1(C)C=CC=CC=1>[Br:24][C:25]1[CH:30]=[CH:29][C:28]([C:16]2[CH:15]=[CH:14][C:13]3[C:18](=[CH:19][CH:20]=[C:11]([C:1]4[C:10]5[C:5](=[CH:6][CH:7]=[CH:8][CH:9]=5)[CH:4]=[CH:3][CH:2]=4)[CH:12]=3)[CH:17]=2)=[CH:27][CH:26]=1 |f:2.3.4|. Reported procedure: Under the atmosphere of argon, 3.2 g of 2-(naphthalen-1-yl)naphthalene-6-boronic acid and 2.8 g of 4-bromoiodobenzene were dissolved into 30 ml of toluene, and 0.23 g of tetrakis(triphenyl-phosphine)palladium was added to the obtained solution. After 28 ml of a 2 M aqueous solution of sodium carbonate was added, the resultant mixture was heated under the refluxing condition for 8.5 hours. After the obtained mixture was left standing for one night, the mixture was subjected to extraction with tol...